Dataset: the Open Reaction Database (ORD), a public repository of structured organic reaction records. Task: describe an organic reaction: reactants, conditions, products, and yield The reactants are Cc1cc(Br)ccn1, C1CCCCC1, CN([SiH](C)C)[Si](C)(C)C, CCOC(C)=O, CCOC(=O)c1ccc(Cl)cc1, [Li], C1CCOC1, O. Product: O=C(Cc1cc(Br)ccn1)c1ccc(Cl)cc1. Reaction SMILES: [Br:1][c:2]1[cH:3][c:4]([CH3:8])[n:5][cH:6][cH:7]1.[CH2:43]1[CH2:44][CH2:45][CH2:46][CH2:47][CH2:48]1.[CH3:21][SiH:22]([CH3:23])[N:24]([CH3:25])[Si:26]([CH3:27])([CH3:28])[CH3:29].[CH3:36][CH2:37][O:38][C:39](=[O:40])[CH3:41].[Cl:9][c:10]1[cH:11][cH:12][c:13]([C:14](=[O:15])[O:16][CH2:17][CH3:18])[cH:19][cH:20]1.[Li:30].[O:31]1[CH2:32][CH2:33][CH2:34][CH2:35]1.[OH2:42]>>[Br:1][c:2]1[cH:3][c:4]([CH2:8][C:14]([c:13]2[cH:12][cH:11][c:10]([Cl:9])[cH:20][cH:19]2)=[O:15])[n:5][cH:6][cH:7]1. Reactants: CCOC(=O)c1cc(O)c(Br)c(OCCc2ccc(Cl)cc2Cl)c1, CCO, [Na+], [OH-], O. The product is O=C(O)c1cc(O)c(Br)c(OCCc2ccc(Cl)cc2Cl)c1. As a reaction SMILES: [CH2:1]([CH3:2])[O:3][C:4]([c:5]1[cH:6][c:7]([O:13][CH2:14][CH2:15][c:16]2[c:17]([Cl:23])[cH:18][c:19]([Cl:22])[cH:20][cH:21]2)[c:8]([Br:12])[c:9]([OH:11])[cH:10]1)=[O:24].[CH3:27][CH2:28][OH:29].[Na+:26].[OH-:25].[OH2:30]>>[O:3]=[C:4]([c:5]1[cH:6][c:7]([O:13][CH2:14][CH2:15][c:16]2[c:17]([Cl:23])[cH:18][c:19]([Cl:22])[cH:20][cH:21]2)[c:8]([Br:12])[c:9]([OH:11])[cH:10]1)[OH:24]. The reactants are C1(=CC=CC=C1)C(OCCBr)C1=CC=CC=C1 (1-(diphenylmethoxy)-2-bromoethane), COC=1C=C(C=CC1)C1CNCC1 (3-(3-methoxyphenyl)pyrrolidine), [I-].[K+] (potassium iodide), C([O-])([O-])=O.[K+].[K+] (potassium carbonate). Solvent: CN(C=O)C (dimethylformamide), CN(C=O)C (dimethylformamide). Conditions: temperature 80 celsius. Yields the product C1(=CC=CC=C1)C(OCCN1CC(CC1)C1=CC(=CC=C1)OC)C1=CC=CC=C1 (1-[2-(diphenylmethoxy) ethyl]-3-(3-methoxyphenyl)pyrrolidine). Yield: 43.0%. RXN SMILES: [C:1]1([CH:7]([C:12]2[CH:17]=[CH:16][CH:15]=[CH:14][CH:13]=2)[O:8][CH2:9][CH2:10]Br)[CH:6]=[CH:5][CH:4]=[CH:3][CH:2]=1.[CH3:18][O:19][C:20]1[CH:21]=[C:22]([CH:26]2[CH2:30][CH2:29][NH:28][CH2:27]2)[CH:23]=[CH:24][CH:25]=1.C(=O)([O-])[O-].[K+].[K+].[I-].[K+]>CN(C)C=O>[C:1]1([CH:7]([C:12]2[CH:17]=[CH:16][CH:15]=[CH:14][CH:13]=2)[O:8][CH2:9][CH2:10][N:28]2[CH2:29][CH2:30][CH:26]([C:22]3[CH:23]=[CH:24][CH:25]=[C:20]([O:19][CH3:18])[CH:21]=3)[CH2:27]2)[CH:6]=[CH:5][CH:4]=[CH:3][CH:2]=1 |f:2.3.4,5.6|. Procedure details: A solution of 17.5 g (60 mmole) of 1-(diphenylmethoxy)-2-bromoethane in 50 cm3 of dimethylformamide was added to a mixture of 10.6 g (60 mmole) of 3-(3-methoxyphenyl)pyrrolidine [prepared according to A. Ebnother and K. Hasspacher, Swiss Patent No. 526 536], 16.6 g (120 mmole) of potassium carbonate, 300 cm3 of dimethylformamide and a few potassium iodide crystals. The mixture was heated at 80° C. for 13 hours, and concentrated to dryness under reduced pressure after it returned to room temperat... Reactants: CCCOc1cc(F)c(F)cc1Br, N=C(c1ccccc1)c1ccccc1, O=C([O-])[O-], CC1(C)c2cccc(P(c3ccccc3)c3ccccc3)c2Oc2c(P(c3ccccc3)c3ccccc3)cccc21, Cc1ccccc1, [Cl-], [Cs+], [Cs+], [NH4+], O. Yields the product CCCOc1cc(F)c(F)cc1N. Reaction SMILES: [Br:63][c:64]1[c:65]([O:72][CH2:73][CH2:74][CH3:75])[cH:66][c:67]([F:71])[c:68]([F:70])[cH:69]1.[C:1]([c:2]1[cH:3][cH:4][cH:5][cH:6][cH:7]1)([c:8]1[cH:9][cH:10][cH:11][cH:12][cH:13]1)=[NH:14].[C:57](=[O:58])([O-:59])[O-:60].[CH3:15][C:16]1([CH3:17])[c:18]2[cH:19][cH:20][cH:21][c:22]([P:23]([c:24]3[cH:25][cH:26][cH:27][cH:28][cH:29]3)[c:30]3[cH:31][cH:32][cH:33][cH:34][cH:35]3)[c:36]2[O:37][c:38]2[c:39]1[cH:40][cH:41][cH:42][c:43]2[P:44]([c:45]1[cH:46][cH:47][cH:48][cH:49][cH:50]1)[c:51]1[cH:52][cH:53][cH:54][cH:55][cH:56]1.[CH3:79][c:80]1[cH:81][cH:82][cH:83][cH:84][cH:85]1.[Cl-:76].[Cs+:61].[Cs+:62].[NH4+:77].[OH2:78]>>[NH2:14][c:64]1[c:65]([O:72][CH2:73][CH2:74][CH3:75])[cH:66][c:67]([F:71])[c:68]([F:70])[cH:69]1. The reactants are C(#CC(=O)OCC)C(=O)OCC (Diethyl acetylenedicarboxylate), C#CCCCC#C (1,6-heptadiyne), Cl (hydrochloric acid). Reagents/catalysts: C(=O)=[Co](C1C=CC=C1)=C=O (dicarbonylcyclopentadienylcobalt). The solvent is C=1(C(=CC=CC1)C)C (xylene). Reaction conditions: temperature 80 celsius, time 5 day. The product is C1CCC2=CC(=C(C=C12)C(=O)OCC)C(=O)OCC (diethyl 5,6-indandicarboxylate). The yield is 21.8%. RXN SMILES: [C:1]([C:8]([O:10][CH2:11][CH3:12])=[O:9])#[C:2][C:3]([O:5][CH2:6][CH3:7])=[O:4].[CH:13]#[C:14][CH2:15][CH2:16][CH2:17][C:18]#[CH:19].Cl>C1(C)C(C)=CC=CC=1.C(=[Co](=C=O)C1C=CC=C1)=O>[CH2:17]1[C:18]2[C:14](=[CH:13][C:1]([C:8]([O:10][CH2:11][CH3:12])=[O:9])=[C:2]([C:3]([O:5][CH2:6][CH3:7])=[O:4])[CH:19]=2)[CH2:15][CH2:16]1. Reported procedure: Diethyl acetylenedicarboxylate (1.0 ml, 6.3 mmol) and dicarbonylcyclopentadienylcobalt (0.1 ml, 0.62 mmol) were added dropwise to a solution of 1,6-heptadiyne (0.72 ml, 6.3 mmol) in xylene (5 ml), and stirred at 80° C. for 5 days. To the reaction solution was added dilute hydrochloric acid, and extracted with ethyl acetate. The organic layer was washed with saturated brine, dried and concentrated under reduced pressure, followed by purifying the residue by silica gel chromatography (chloroform, ... Product: Cc1ccc(C(=O)c2cc(C)c(C)o2)nc1. Starting materials: Cc1ccc(C(O)c2cc(C)c(C)o2)nc1, ClC(Cl)Cl. RXN SMILES: [CH3:1][c:2]1[cH:3][c:4]([CH:8]([OH:9])[c:10]2[n:11][cH:12][c:13]([CH3:16])[cH:14][cH:15]2)[o:5][c:6]1[CH3:7].[CH:17]([Cl:18])([Cl:19])[Cl:20]>>[CH3:1][c:2]1[cH:3][c:4]([C:8](=[O:9])[c:10]2[n:11][cH:12][c:13]([CH3:16])[cH:14][cH:15]2)[o:5][c:6]1[CH3:7]. The reactants are C1CCOC1, CCCN(C)C(=O)c1cc(C(=O)OC)cc(C(F)(F)c2ccccc2)c1, [Li+], [OH-]. Yields the product CCCN(C)C(=O)c1cc(C(=O)O)cc(C(F)(F)c2ccccc2)c1. As a reaction SMILES: [CH2:29]1[O:30][CH2:31][CH2:32][CH2:33]1.[CH3:1][O:2][C:3]([c:4]1[cH:5][c:6]([C:7](=[O:8])[N:9]([CH2:10][CH2:11][CH3:12])[CH3:13])[cH:14][c:15]([C:17]([c:18]2[cH:19][cH:20][cH:21][cH:22][cH:23]2)([F:24])[F:25])[cH:16]1)=[O:26].[Li+:27].[OH-:28]>>[O:2]=[C:3]([c:4]1[cH:5][c:6]([C:7](=[O:8])[N:9]([CH2:10][CH2:11][CH3:12])[CH3:13])[cH:14][c:15]([C:17]([c:18]2[cH:19][cH:20][cH:21][cH:22][cH:23]2)([F:24])[F:25])[cH:16]1)[OH:26]. Reactants: CCc1cc(Nc2cc(=O)n(CCCCOC(C)=O)c(=O)[nH]2)ccc1C, CO, N. Product: CCc1cc(Nc2cc(=O)n(CCCCO)c(=O)[nH]2)ccc1C. As a reaction SMILES: [C:2](=[O:3])([CH3:4])[O:5][CH2:6][CH2:7][CH2:8][CH2:9][n:10]1[c:11](=[O:27])[nH:12][c:13]([NH:17][c:18]2[cH:19][c:20]([CH2:25][CH3:26])[c:21]([CH3:24])[cH:22][cH:23]2)[cH:14][c:15]1=[O:16].[CH3:28][OH:29].[NH3:1]>>[OH:5][CH2:6][CH2:7][CH2:8][CH2:9][n:10]1[c:11](=[O:27])[nH:12][c:13]([NH:17][c:18]2[cH:19][c:20]([CH2:25][CH3:26])[c:21]([CH3:24])[cH:22][cH:23]2)[cH:14][c:15]1=[O:16].